From a dataset of the Open Reaction Database (ORD), a public repository of structured organic reaction records. describe an organic reaction: reactants, conditions, products, and yield The reactants are Cc1ccccc1, COc1ccc(CCC(=O)O)cc1OC, [Na+], [OH-], O, O=P(O)(O)O. Yields the product COc1cc2c(cc1OC)C(=O)CC2. RXN SMILES: [CH3:21][c:22]1[cH:23][cH:24][cH:25][cH:26][cH:27]1.[CH3:6][O:7][c:8]1[cH:9][c:10]([CH2:16][CH2:17][C:18](=[O:19])[OH:20])[cH:11][cH:12][c:13]1[O:14][CH3:15].[Na+:29].[OH-:28].[OH2:30].[P:1](=[O:2])([OH:3])([OH:4])[OH:5]>>[CH3:6][O:7][c:8]1[cH:9][c:10]2[c:11]([cH:12][c:13]1[O:14][CH3:15])[C:18](=[O:20])[CH2:17][CH2:16]2. Procedure details: This compound is prepared by an analogous method to 4-(2-cyclohexyl-2-hydroxy-2-phenyl-acetoxy)-1-(isoxazol-3-ylcarbamoylmethyl)-1-methyl-piperidinium bromide (Example 3) by replacing cyclohexyl-hydroxy-phenyl-acetic acid with cyclopentyl-mandelic acid. Yields the product [Br-].C1(CCCC1)C(C(=O)OC1CC[N+](CC1)(C)CC(NC1=NOC=C1)=O)(C1=CC=CC=C1)O (4-(2-Cyclopentyl-2-hydroxy-2-phenyl-acetoxy)-1-(isoxazol-3-ylcarbamoyl methyl)-1-methyl-piperidinium bromide). As a reaction SMILES: [Br-:1].[CH:2]1([C:8]([OH:34])([C:28]2[CH:33]=[CH:32][CH:31]=[CH:30]C=2)[C:9]([O:11][CH:12]2[CH2:17][CH2:16][N+:15]([CH2:19][C:20](=[O:27])[NH:21][C:22]3[CH:26]=[CH:25][O:24][N:23]=3)([CH3:18])[CH2:14][CH2:13]2)=[O:10])[CH2:7][CH2:6][CH2:5][CH2:4][CH2:3]1.C1(C(C2C=CC=CC=2)(O)C(O)=O)CCCC1>>[Br-:1].[CH:28]1([C:8]([OH:34])([C:2]2[CH:3]=[CH:4][CH:5]=[CH:6][CH:7]=2)[C:9]([O:11][CH:12]2[CH2:17][CH2:16][N+:15]([CH2:19][C:20](=[O:27])[NH:21][C:22]3[CH:26]=[CH:25][O:24][N:23]=3)([CH3:18])[CH2:14][CH2:13]2)=[O:10])[CH2:33][CH2:32][CH2:31][CH2:30]1 |f:0.1,3.4|. The reactants are [Br-].C1(CCCCC1)C(C(=O)OC1CC[N+](CC1)(C)CC(NC1=NOC=C1)=O)(C1=CC=CC=C1)O (4-(2-Cyclohexyl-2-hydroxy-2-phenyl-acetoxy)-1-(isoxazol-3-ylcarbamoylmethyl)-1-methyl-piperidinium bromide), C1(CCCC1)C(C(=O)O)(O)C1=CC=CC=C1 (cyclopentyl-mandelic acid).